This data is from the Open Reaction Database (ORD), a public repository of structured organic reaction records. The task is: describe an organic reaction: reactants, conditions, products, and yield Reactants: FCCCC(CO)CO (2-(3-fluoropropyl)-1,3-propanediol), FC=1C=C(C=CC1F)C1=CC=C(C=O)C=C1 (p-(3,4-difluorophenyl)benzaldehyde), C1(=CC=C(C=C1)S(=O)(=O)O)C (p-toluenesulfonic acid), C1(=CC=CC=C1)C (toluene). The solvent is O (water). Yields the product FC=1C=C(C=CC1F)C1=CC=C(C=C1)[C@@H]1OC[C@H](CO1)CCCF (trans-2-(3,4-difluorobiphenyl-4'-yl)-5-(3-fluoropropyl)-1,3-dioxane). As a reaction SMILES: [F:1][CH2:2][CH2:3][CH2:4][CH:5]([CH2:8][OH:9])[CH2:6][OH:7].[F:10][C:11]1[CH:12]=[C:13]([C:18]2[CH:25]=[CH:24][C:21]([CH:22]=O)=[CH:20][CH:19]=2)[CH:14]=[CH:15][C:16]=1[F:17].C1(C)C=CC(S(O)(=O)=O)=CC=1.C1(C)C=CC=CC=1>O>[F:10][C:11]1[CH:12]=[C:13]([C:18]2[CH:25]=[CH:24][C:21]([C@H:22]3[O:9][CH2:8][C@H:5]([CH2:4][CH2:3][CH2:2][F:1])[CH2:6][O:7]3)=[CH:20][CH:19]=2)[CH:14]=[CH:15][C:16]=1[F:17]. Procedure: A mixture of 0.1 m of 2-(3-fluoropropyl)-1,3-propanediol, 0.1 m of p-(3,4-difluorophenyl)benzaldehyde (prepared by cross-coupling as described above), 1 g of p-toluenesulfonic acid and 200 ml of toluene is boiled for 1 hour on a water separator. Extractive work-up and purification by crystallization and chromatography give trans-2-(3,4-difluorobiphenyl-4'-yl)-5-(3-fluoropropyl)-1,3-dioxane. Reactants: C1(CC1)N1C=C(C(C2=C(C(=C(C(=C12)F)F)F)N)=O)C(=O)O (1-cyclopropyl-5-amino-6,7,8-trifluoro-1,4-dihydro-4-oxoquinoline-3-carboxylic acid), ClC=1C=C2CNCC2=CC1 (5- chloroisoindoline), C1CCC2=NCCCN2CC1 (DBU). Solvent: CN(C)C=O (DMF). The product is ClC=1C=C2CN(CC2=CC1)C1=C(C(=C2C(C(=CN(C2=C1F)C1CC1)C(=O)O)=O)N)F (7-(5-chloro-2-isoindolinyl)-1-cyclopropyl-5amino-6,8-difluoro-1,4-dihydro-4-oxoquinoline-3-carboxylic acid). Isolated yield 69.6%. Reaction SMILES: [CH:1]1([N:4]2[C:13]3[C:8](=[C:9]([NH2:17])[C:10]([F:16])=[C:11](F)[C:12]=3[F:14])[C:7](=[O:18])[C:6]([C:19]([OH:21])=[O:20])=[CH:5]2)[CH2:3][CH2:2]1.[Cl:22][C:23]1[CH:24]=[C:25]2[C:29](=[CH:30][CH:31]=1)[CH2:28][NH:27][CH2:26]2.C1CCN2C(=NCCC2)CC1>CN(C=O)C>[Cl:22][C:23]1[CH:24]=[C:25]2[C:29](=[CH:30][CH:31]=1)[CH2:28][N:27]([C:11]1[C:12]([F:14])=[C:13]3[C:8]([C:7](=[O:18])[C:6]([C:19]([OH:21])=[O:20])=[CH:5][N:4]3[CH:1]3[CH2:2][CH2:3]3)=[C:9]([NH2:17])[C:10]=1[F:16])[CH2:26]2. Procedure details: 268 mg of 1-cyclopropyl-5-amino-6,7,8-trifluoro-1,4-dihydro-4-oxoquinoline-3-carboxylic acid, 154 mg of 5- chloroisoindoline, 274 mg of DBU, and 2 ml of anhydrous DMF were processed in the same manner as in Example 20 to produce 270 mg of the target compound.